This data is from the Open Reaction Database (ORD), a public repository of structured organic reaction records. The task is: describe an organic reaction: reactants, conditions, products, and yield Starting materials: crystals, C(#N)C1=C(C=CC=C1)C1=CC=C(C=C1)CNC1=C(C(=O)OC)C=CC=C1NC(=S)NCC (methyl 2-[[(2′-cyanobiphenyl-4-yl)methyl]amino]-3-(3-ethylthioureido)benzoate), NC=1C(=C(C(=O)OC)C=CC1)NCC1=CC=C(C=C1)C1=C(C=CC=C1)C#N (methyl 3-amino-2-[[(2′-cyanobiphenyl-4-yl)methyl]amino]benzoate). The product is C(C)NC1=NC2=C(N1CC1=CC=C(C=C1)C1=C(C=CC=C1)C#N)C(=CC=C2)C(=O)OC (Methyl 2-ethylamino-1-[(2′-cyanobiphenyl-4-yl)methyl]benzimidazole-7-carboxylate). RXN SMILES: [C:1]([C:3]1[CH:8]=[CH:7][CH:6]=[CH:5][C:4]=1[C:9]1[CH:14]=[CH:13][C:12]([CH2:15][NH:16][C:17]2[C:26]([NH:27][C:28]([NH:30][CH2:31][CH3:32])=S)=[CH:25][CH:24]=[CH:23][C:18]=2[C:19]([O:21][CH3:22])=[O:20])=[CH:11][CH:10]=1)#[N:2].NC1C(NCC2C=CC(C3C=CC=CC=3C#N)=CC=2)=C(C=CC=1)C(OC)=O>>[CH2:31]([NH:30][C:28]1[N:16]([CH2:15][C:12]2[CH:13]=[CH:14][C:9]([C:4]3[CH:5]=[CH:6][CH:7]=[CH:8][C:3]=3[C:1]#[N:2])=[CH:10][CH:11]=2)[C:17]2[C:18]([C:19]([O:21][CH3:22])=[O:20])=[CH:23][CH:24]=[CH:25][C:26]=2[N:27]=1)[CH3:32]. Procedure details: The title compound was prepared as colorless crystals (3.2 g, 32%) according to the procedure for Working Example 8 from methyl 2-[[(2′-cyanobiphenyl-4-yl)methyl]amino]-3-(3-ethylthioureido)benzoate (10.5 g), which was synthesized from methyl 3-amino-2-[[(2′-cyanobiphenyl-4-yl)methyl]amino]benzoate in substantially the same manner as Reference Example 5. The reactants are NC1=C(C=C(C=C1)C(=O)N1CCNCC1)Cl ((4-amino-3-chlorophenyl)(piperazin-1-yl)methanone), BrCC1=CC=C(C=C1)C(C(F)(F)F)(C(F)(F)F)O (2-(4-(bromomethyl)phenyl)-1,1,1,3,3,3-hexafluoropropan-2-ol), C(O)([O-])=O.[Na+] (sodium hydrogencarbonate). Reagents/catalysts: [I-].[Na+] (sodium iodide). Run in C(C)#N (acetonitrile). Reaction conditions: time 24 hour. The product is NC1=C(C=C(C=C1)C(=O)N1CCN(CC1)CC1=CC=C(C=C1)C(C(F)(F)F)(C(F)(F)F)O)Cl ((4-Amino-3-chlorophenyl)(4-(4-(1,1,1,3,3,3-hexafluoro-2-hydroxypropan-2-yl)benzyl)piperazin-1-yl)methanone). Isolated yield 50.2%. As a reaction SMILES: [NH2:1][C:2]1[CH:7]=[CH:6][C:5]([C:8]([N:10]2[CH2:15][CH2:14][NH:13][CH2:12][CH2:11]2)=[O:9])=[CH:4][C:3]=1[Cl:16].Br[CH2:18][C:19]1[CH:24]=[CH:23][C:22]([C:25]([OH:34])([C:30]([F:33])([F:32])[F:31])[C:26]([F:29])([F:28])[F:27])=[CH:21][CH:20]=1.C(=O)([O-])O.[Na+]>C(#N)C.[I-].[Na+]>[NH2:1][C:2]1[CH:7]=[CH:6][C:5]([C:8]([N:10]2[CH2:11][CH2:12][N:13]([CH2:18][C:19]3[CH:20]=[CH:21][C:22]([C:25]([OH:34])([C:26]([F:27])([F:28])[F:29])[C:30]([F:31])([F:32])[F:33])=[CH:23][CH:24]=3)[CH2:14][CH2:15]2)=[O:9])=[CH:4][C:3]=1[Cl:16] |f:2.3,5.6|. Procedure details: A mixture of (4-amino-3-chlorophenyl)(piperazin-1-yl)methanone (6.67 mmol, 1.6 g), 2-(4-(bromomethyl)phenyl)-1,1,1,3,3,3-hexafluoropropan-2-ol (6.67 mmol, 2.250 g), sodium hydrogencarbonate (20.02 mmol, 1.682 g) and sodium iodide (0.334 mmol, 0.050 g) in acetonitrile (50 mL) was stirred for 24 hours. The reaction was concentrated under reduced pressure and dichloromethane was added. The mixture was filtered and the filtrate was chromatographed on silica eluting with dichloromethane to dichlorome... The reactants are N1C=C(C2=CC=CC=C12)/C=1/C(=O)OC(\C1\C1=CNC2=CC=CC=C12)=O (2,3-bis(1H-indol-3-yl)maleic anhydride), O (water). Solvent: CN(C)C=O (DMF). Run at temperature 100 celsius, time 2 hour. Product: N1C=C(C2=CC=CC=C12)C=1C(=O)N(C(C1C1=CNC2=CC=CC=C12)=O)C1=CC=CC=C1 (2,3-bis(1H-indol-3-yl)N-phenylmaleimide). Isolated yield 191.7%. Reaction SMILES: [NH:1]1[C:9]2[C:4](=[CH:5][CH:6]=[CH:7][CH:8]=2)[C:3]([C:10]2[C:11](O[C:14](=[O:25])[C:15]=2[C:16]2[C:24]3[C:19](=[CH:20][CH:21]=[CH:22][CH:23]=3)[NH:18][CH:17]=2)=[O:12])=[CH:2]1.O>CN(C=O)C>[NH:18]1[C:19]2[C:24](=[CH:23][CH:22]=[CH:21][CH:20]=2)[C:16]([C:15]2[C:14]([N:1]([C:9]3[CH:4]=[CH:5][CH:6]=[CH:7][CH:8]=3)[C:11](=[O:12])[C:10]=2[C:3]2[C:4]3[C:9](=[CH:8][CH:7]=[CH:6][CH:5]=3)[NH:1][CH:2]=2)=[O:25])=[CH:17]1. Procedure details: To a solution of 2,3-bis(1H-indol-3-yl)maleic anhydride (100 mg, 0.3 mmol) synthesized according to a known method (Tetrahedron, Vol. 44, p. 2887, 1988) and dissolved in DMF (10 mL) and water (10 mL) was added anilne (0.12 mL, 1.2 mmol), and the whole was stirred at 100 ° C. for 2 hours. The reaction mixture was concentrated under reduced pressure to remove DMF, and the concentrate was extracted with ethyl acetate. The extract was washed with water, dried over sodium sulfate, and then concentrat... The reactants are O=C(CCCN1CCC(C(O)(c2ccccc2)c2ccccc2)CC1)c1ccc(Br)cc1, CCCCO, Cl, Cl. The product is O=C(CCCN1CCC(=C(c2ccccc2)c2ccccc2)CC1)c1ccc(Br)cc1, Cl. As a reaction SMILES: [Br:2][c:3]1[cH:4][cH:5][c:6]([C:9]([CH2:10][CH2:11][CH2:12][N:13]2[CH2:14][CH2:15][CH:16]([C:19]([c:20]3[cH:21][cH:22][cH:23][cH:24][cH:25]3)([c:26]3[cH:27][cH:28][cH:29][cH:30][cH:31]3)[OH:32])[CH2:17][CH2:18]2)=[O:33])[cH:7][cH:8]1.[CH2:35]([OH:36])[CH2:37][CH2:38][CH3:39].[ClH:1].[ClH:34]>>[Br:2][c:3]1[cH:4][cH:5][c:6]([C:9]([CH2:10][CH2:11][CH2:12][N:13]2[CH2:14][CH2:15][C:16](=[C:19]([c:20]3[cH:21][cH:22][cH:23][cH:24][cH:25]3)[c:26]3[cH:27][cH:28][cH:29][cH:30][cH:31]3)[CH2:17][CH2:18]2)=[O:33])[cH:7][cH:8]1.[ClH:1]. The reactants are COC1=CC=C(CN(C2=CC(=NC(=N2)C)C=2C=C(C=NC2F)[C@@H](C)N2[C@H](CN(CC2)C(=O)OC(C)(C)C)C)CC2=CC=C(C=C2)OC)C=C1 (tert-butyl (3S)-4-((1R)-1-(5-(6-(bis(4-methoxybenzyl)amino)-2-methyl-4-pyrimidinyl)-6-fluoro-3-pyridinyl)ethyl)-3-methyl-1-piperazinecarboxylate), C(=O)(C(F)(F)F)O (TFA). The solvent is C(Cl)Cl (CH2Cl2). Reaction conditions: time 2 hour. Product: FC1=NC=C(C=C1C1=CC(=NC(=N1)C)N(CC1=CC=C(C=C1)OC)CC1=CC=C(C=C1)OC)[C@@H](C)N1[C@H](CNCC1)C (6-(2-fluoro-5-((1R)-1-((2S)-2-methyl-1-piperazinyl)ethyl)-3-pyridinyl)-N,N-bis(4-methoxybenzyl)-2-methyl-4-pyrimidinamine). The yield is 97.8%. As a reaction SMILES: [CH3:1][O:2][C:3]1[CH:49]=[CH:48][C:6]([CH2:7][N:8]([CH2:39][C:40]2[CH:45]=[CH:44][C:43]([O:46][CH3:47])=[CH:42][CH:41]=2)[C:9]2[N:14]=[C:13]([CH3:15])[N:12]=[C:11]([C:16]3[CH:17]=[C:18]([C@H:23]([N:25]4[CH2:30][CH2:29][N:28](C(OC(C)(C)C)=O)[CH2:27][C@@H:26]4[CH3:38])[CH3:24])[CH:19]=[N:20][C:21]=3[F:22])[CH:10]=2)=[CH:5][CH:4]=1.C(O)(C(F)(F)F)=O>C(Cl)Cl>[F:22][C:21]1[C:16]([C:11]2[N:12]=[C:13]([CH3:15])[N:14]=[C:9]([N:8]([CH2:7][C:6]3[CH:48]=[CH:49][C:3]([O:2][CH3:1])=[CH:4][CH:5]=3)[CH2:39][C:40]3[CH:41]=[CH:42][C:43]([O:46][CH3:47])=[CH:44][CH:45]=3)[CH:10]=2)=[CH:17][C:18]([C@H:23]([N:25]2[CH2:30][CH2:29][NH:28][CH2:27][C@@H:26]2[CH3:38])[CH3:24])=[CH:19][N:20]=1. Procedure details: A solution of tert-butyl (3S)-4-((1R)-1-(5-(6-(bis(4-methoxybenzyl)amino)-2-methyl-4-pyrimidinyl)-6-fluoro-3-pyridinyl)ethyl)-3-methyl-1-piperazinecarboxylate (0.240 g, 0.358 mmol) in CH2Cl2 (5 mL) at 0° C. was treated with TFA (0.53 mL, 7.16 mmol). The reaction was allowed to warm up to RT and stir for 2 hours. The reaction mixture was concentrated, resuspended in CH2Cl2 and treated with aqueous NaHCO3 (sat.). The layers were separated and the aqueous layer was extracted with CH2Cl2 (2×). The c... Reactants: OC1=C(C(NC1)=O)C1=CC(=CC=C1)[N+](=O)[O-] (1,5-dihydro-4-hydroxy-3-(3-nitrophenyl )-2H-pyrrol-2-one). The reagents and catalysts are [Pd] (palladium on carbon). Solvent: CO (methanol). Run at time 10 minute. Yields the product NC=1C=C(C=CC1)C=1C(NCC1O)=O (3-(3-Aminophenyl)-1,5-dihydro-4-hydroxy-2H-pyrrol-2-one). Yield: 83.7%. RXN SMILES: [OH:1][C:2]1[CH2:6][NH:5][C:4](=[O:7])[C:3]=1[C:8]1[CH:13]=[CH:12][CH:11]=[C:10]([N+:14]([O-])=O)[CH:9]=1>CO.[Pd]>[NH2:14][C:10]1[CH:9]=[C:8]([C:3]2[C:4](=[O:7])[NH:5][CH2:6][C:2]=2[OH:1])[CH:13]=[CH:12][CH:11]=1. Procedure details: A suspension of 1,5-dihydro-4-hydroxy-3-(3-nitrophenyl )-2H-pyrrol-2-one (0.6 g, 2.7 mmol) in methanol (30 ml) was hydrogenated at 30 psi using a palladium on carbon catalyst (200 mg, 35% (w /w)), for 10 min. The catalyst was filtered off and the solvent evaporated in vacuo. The residue was azeotroped with toluene (2×20 ml) and then triturated with ether (20 ml). 3-(3-Aminophenyl)-1,5-dihydro-4-hydroxy-2H-pyrrol-2-one (0.43 g, 84%) was isolated as a pale yellow solid. mp 262°-265° C. (dec.). 1H ... The reactants are IC(C)C (2-iodopropane), C[Si](C)(C)[N-][Si](C)(C)C.[K+] (KHMDS), C1(=CC=CC=C1)C (toluene), NC1=C(N=C2C(=N1)SC=C2)C(=O)OCC (Ethyl 3-aminothieno[2,3-b]pyrazine-2-carboxylate). The solvent is C1CCOC1 (THF), CCO (EtOH). Conditions: temperature -78 celsius. Product: C(C)(C)NC1=C(N=C2C(=N1)SC=C2)C(=O)OCC (Ethyl 3-(N-isopropyl)aminothieno[2,3-b]pyrazine-2-carboxylate). Yield: 35.3%. RXN SMILES: [NH2:1][C:2]1[N:7]=[C:6]2[S:8][CH:9]=[CH:10][C:5]2=[N:4][C:3]=1[C:11]([O:13][CH2:14][CH3:15])=[O:12].C[Si]([N-][Si](C)(C)C)(C)C.[K+].[C:26]1(C)[CH:31]=CC=C[CH:27]=1.IC(C)C>C1COCC1.CCO>[CH:26]([NH:1][C:2]1[N:7]=[C:6]2[S:8][CH:9]=[CH:10][C:5]2=[N:4][C:3]=1[C:11]([O:13][CH2:14][CH3:15])=[O:12])([CH3:31])[CH3:27] |f:1.2|. Procedure: Ethyl 3-aminothieno[2,3-b]pyrazine-2-carboxylate (0.500 g, 2.24 mmol) was dissolved in 15 ml THF under nitrogen. The solution was cooled to -78° C and dropwise treated with 4.9 ml 0.5M KHMDS in toluene (2.46 mmol). The resulting purple reaction mixture was allowed to warm to rt, treated with 2-iodopropane (0.46 s g, 2.69 mmol) and then brought to reflux for 48h. After the addition of 1 ml EtOH, the reaction mixture was concentrated and applied directly to a silica gel column. Elution with a solv... The reactants are ClC=1C=CC(=C(C1)C1=NC2=C(C(=N1)NC1=CC=NC=C1C(=O)O)CC(C2)(C)C)F (4-[2-(5-Chloro-2-fluoro-phenyl)-6,6-dimethyl-6,7-dihydro-5H-cyclopentapyrimidin-4-ylamino]-nicotinic acid), C(=O)(N1C=NC=C1)N1C=NC=C1 (Carbonyldiimidazole), N (NH3). Run in CN(C)C=O (DMF). Conditions: temperature 70 celsius. The product is ClC=1C=CC(=C(C1)C1=NC2=C(C(=N1)NC1=CC=NC=C1C(=O)N)CC(C2)(C)C)F (4-[2-(5-Chloro-2-fluoro-phenyl)-6,6-dimethyl-6,7-dihydro-5H-cyclopentapyrimidin-4-ylamino]-nicotinamide). RXN SMILES: [Cl:1][C:2]1[CH:3]=[CH:4][C:5]([F:29])=[C:6]([C:8]2[N:13]=[C:12]([NH:14][C:15]3[C:20]([C:21](O)=[O:22])=[CH:19][N:18]=[CH:17][CH:16]=3)[C:11]3[CH2:24][C:25]([CH3:28])([CH3:27])[CH2:26][C:10]=3[N:9]=2)[CH:7]=1.C(N1C=CN=C1)([N:32]1C=CN=C1)=O.N>CN(C=O)C>[Cl:1][C:2]1[CH:3]=[CH:4][C:5]([F:29])=[C:6]([C:8]2[N:13]=[C:12]([NH:14][C:15]3[C:20]([C:21]([NH2:32])=[O:22])=[CH:19][N:18]=[CH:17][CH:16]=3)[C:11]3[CH2:24][C:25]([CH3:27])([CH3:28])[CH2:26][C:10]=3[N:9]=2)[CH:7]=1. Reported procedure: A suspension of 4-[2-(5-Chloro-2-fluoro-phenyl)-6,6-dimethyl-6,7-dihydro-5H-cyclopentapyrimidin-4-ylamino]-nicotinic acid (25 mg, 60.56 μmol) and Carbonyldiimidazole (20 mg, 121.11 μmol) in dry DMF (3 mL) was heated at 70° C. for 1 h then cooled to r.t. A stream of NH3 gas was passed through the solution for 30 min., giving clean conversion to the amide product. Evaporation of the solution, followed by HPLC purification gave, after lyophilization, the pure amide 62 as the TFA salt (20 mg). RXN SMILES: [F:1][C:2]([F:7])([F:6])[C:3]([OH:5])=[O:4].C1(SC)C=CC=CC=1.[OH:16][C:17]1[CH:18]=[C:19]([N:24]2[CH2:28][CH2:27][N:26]([S:29]([NH:32][C:33]([N:35]3[CH2:38][C@H:37]([NH:39]C(=O)OCC4C=CC=CC=4)[C:36]3=[O:50])=[O:34])(=[O:31])=[O:30])[C:25]2=[O:51])[CH:20]=[CH:21][C:22]=1[OH:23]>>[F:1][C:2]([F:7])([F:6])[C:3]([OH:5])=[O:4].[NH2:39][C@H:37]1[CH2:38][N:35]([C:33]([NH:32][S:29]([N:26]2[CH2:27][CH2:28][N:24]([C:19]3[CH:20]=[CH:21][C:22]([OH:23])=[C:17]([OH:16])[CH:18]=3)[C:25]2=[O:51])(=[O:30])=[O:31])=[O:34])[C:36]1=[O:50] |f:3.4|. Reported procedure: A mixture of 16 ml of trifluoroacetic acid and 4 ml of thioanisole was cooled to 0° C., and 4 g (7.7 mmol) of (S)-[1-[[[[3-(3,4-dihydroxyphenyl)-2-oxo-1-imidazolidinyl]sulfonyl]amino]carbonyl]-2-oxo-3-azetidinyl]carbamic acid, phenylmethyl ester was added. The mixture was stirred overnight at room temperature, evaporated in vacuo, and the residue triturated with ether. The precipitate was filtered off by suction, washed with ether, dichlormethane and isopropanol and dried in vacuo; yield: 3.19 g... Yields the product FC(C(=O)O)(F)F.N[C@@H]1C(N(C1)C(=O)NS(=O)(=O)N1C(N(CC1)C1=CC(=C(C=C1)O)O)=O)=O ((S)-3-Amino-N-[[3-(3,4-dihydroxyphenyl)-2-oxo-1-imidazolidinyl]sulfonyl]-2-oxo-1-azetidinecarboxamide, trifluoroacetate salt). Conditions: temperature 0 celsius, time 8 hour. Starting materials: FC(C(=O)O)(F)F (trifluoroacetic acid), C1(=CC=CC=C1)SC (thioanisole), OC=1C=C(C=CC1O)N1C(N(CC1)S(=O)(=O)NC(=O)N1C([C@H](C1)NC(OCC1=CC=CC=C1)=O)=O)=O ((S)-[1-[[[[3-(3,4-dihydroxyphenyl)-2-oxo-1-imidazolidinyl]sulfonyl]amino]carbonyl]-2-oxo-3-azetidinyl]carbamic acid, phenylmethyl ester). Reactants: BrC1=CC=C(C=C1)CC(C(=O)OCC)CP(=O)(C(CC1=CC=CC=C1)NC(=O)OCC1=CC=CC=C1)O (ethyl 3-(4-bromophenyl)-2-[[hydroxy[2-phenyl-1-[[(phenyl-methoxy)carbonyl]amino]ethyl]phosphinyl]methyl]propanoate), Cl (hydrochloric acid), C1(=CC=CC=C1)B(O)O (phenylboronic acid), C([O-])([O-])=O.[Na+].[Na+] (sodium carbonate). Reagents/catalysts: C=1C=CC(=CC1)[P](C=2C=CC=CC2)(C=3C=CC=CC3)[Pd]([P](C=4C=CC=CC4)(C=5C=CC=CC5)C=6C=CC=CC6)([P](C=7C=CC=CC7)(C=8C=CC=CC8)C=9C=CC=CC9)[P](C=1C=CC=CC1)(C=1C=CC=CC1)C=1C=CC=CC1 (tetrakis(triphenylphosphine)palladium). The solvent is 2/1, C1(=CC=CC=C1)C.CO (toluene methanol), C(C)(=O)OCC (ethyl acetate). Run at time 6 hour. Product: C1(=CC=C(C=C1)CC(C(=O)OCC)CP(=O)(C(CC1=CC=CC=C1)NC(=O)OCC1=CC=CC=C1)O)C1=CC=CC=C1 (Ethyl 3-[1,1′-biphenyl]-4-yl-2-[[hydroxy[2-phenyl-1-[[(phenylmethoxy)carbonyl]amino]ethyl]phosphinyl]methyl]propanoate). The yield is 90.4%. RXN SMILES: Br[C:2]1[CH:7]=[CH:6][C:5]([CH2:8][CH:9]([CH2:15][P:16]([OH:37])([CH:18]([NH:26][C:27]([O:29][CH2:30][C:31]2[CH:36]=[CH:35][CH:34]=[CH:33][CH:32]=2)=[O:28])[CH2:19][C:20]2[CH:25]=[CH:24][CH:23]=[CH:22][CH:21]=2)=[O:17])[C:10]([O:12][CH2:13][CH3:14])=[O:11])=[CH:4][CH:3]=1.[C:38]1(B(O)O)[CH:43]=[CH:42][CH:41]=[CH:40][CH:39]=1.C(=O)([O-])[O-].[Na+].[Na+].Cl>C1C=CC([P]([Pd]([P](C2C=CC=CC=2)(C2C=CC=CC=2)C2C=CC=CC=2)([P](C2C=CC=CC=2)(C2C=CC=CC=2)C2C=CC=CC=2)[P](C2C=CC=CC=2)(C2C=CC=CC=2)C2C=CC=CC=2)(C2C=CC=CC=2)C2C=CC=CC=2)=CC=1.C(OCC)(=O)C.C1(C)C=CC=CC=1.CO>[C:2]1([C:38]2[CH:43]=[CH:42][CH:41]=[CH:40][CH:39]=2)[CH:7]=[CH:6][C:5]([CH2:8][CH:9]([CH2:15][P:16]([OH:37])([CH:18]([NH:26][C:27]([O:29][CH2:30][C:31]2[CH:36]=[CH:35][CH:34]=[CH:33][CH:32]=2)=[O:28])[CH2:19][C:20]2[CH:25]=[CH:24][CH:23]=[CH:22][CH:21]=2)=[O:17])[C:10]([O:12][CH2:13][CH3:14])=[O:11])=[CH:4][CH:3]=1 |f:2.3.4,8.9,^1:57,59,78,97|. Reported procedure: 200 mg (0.34 mmol) of ethyl 3-(4-bromophenyl)-2-[[hydroxy[2-phenyl-1-[[(phenyl-methoxy)carbonyl]amino]ethyl]phosphinyl]methyl]propanoate are condensed with 42 mg (0.34 mmol) of phenylboronic acid, working in 1.8 ml of a 2/1 toluene/methanol mixture, tetrakis(triphenylphosphine)palladium and 0.4 ml of 2M sodium carbonate (0.8 mmol). The reaction mixture is stirred for 6 hours under nitrogen and at reflux. After cooling, 10 ml of ethyl acetate are added and the mixture is acidified to pH=3 with aq...